describe an organic reaction: reactants, conditions, products, and yield From a dataset of the Open Reaction Database (ORD), a public repository of structured organic reaction records. Yields the product ClC=1C=C(CNC(CC#N)=O)C=CC1 (N-(3'-chlorobenzyl)-2-cyanoacetamide). Procedure: A solution of 38.5 g. (0.34 mole) of ethyl cyanoacetate and 48.1 g. (0.34 mole) of 3-chlorobenzylamine in 120 ml. of 95% ethanol is refluxed for 5 hours and then allowed to stand overnight at ambient temperature. Agitation causes crystallization. Filtration is followed by washing of the solid with a small amount of ether to give 28.7 g. of the desired product as small, white needles, m.p. 123°-5° C. As a reaction SMILES: [C:1]([CH2:3][C:4]([O:6]CC)=O)#[N:2].[Cl:9][C:10]1[CH:11]=[C:12]([CH:15]=[CH:16][CH:17]=1)[CH2:13][NH2:14]>C(O)C>[Cl:9][C:10]1[CH:11]=[C:12]([CH:15]=[CH:16][CH:17]=1)[CH2:13][NH:14][C:4](=[O:6])[CH2:3][C:1]#[N:2]. Run in C(C)O (ethanol). The reactants are C(#N)CC(=O)OCC (ethyl cyanoacetate), ClC=1C=C(CN)C=CC1 (3-chlorobenzylamine). Run at time 8 hour. Reactants: FC=1C(=C(C=CC1)C(C(=O)OCC)=O)COC(C)(C)C (ethyl 3-fluoro-2-[(1,1-dimethylethoxy)methyl]-α-oxo-benzeneacetate), Cl.O(C)N (methoxylamine HCl), C(C)(=O)[O-].[Na+] (sodium acetate). Solvent: C(C)O (ethyl alcohol). Reaction conditions: temperature 60 celsius. The product is FC=1C(=C(C=CC1)C(C(=O)OCC)=NOC)COC(C)(C)C (ethyl 3-fluoro-2-[(1,1-dimethylethoxy)methyl]-α-(methoxyimino)-benzeneacetate). Yield: 98.8%. As a reaction SMILES: [F:1][C:2]1[C:3]([CH2:15][O:16][C:17]([CH3:20])([CH3:19])[CH3:18])=[C:4]([C:8](=O)[C:9]([O:11][CH2:12][CH3:13])=[O:10])[CH:5]=[CH:6][CH:7]=1.Cl.[O:22]([NH2:24])[CH3:23].C([O-])(=O)C.[Na+]>C(O)C>[F:1][C:2]1[C:3]([CH2:15][O:16][C:17]([CH3:20])([CH3:19])[CH3:18])=[C:4]([C:8](=[N:24][O:22][CH3:23])[C:9]([O:11][CH2:12][CH3:13])=[O:10])[CH:5]=[CH:6][CH:7]=1 |f:1.2,3.4|. Procedure details: To a solution of 79 g (0.28 mole) of ethyl 3-fluoro-2-[(1,1-dimethylethoxy)methyl]-α-oxo-benzeneacetate in 300 mL of ethyl alcohol was added 100 mL (0.39 mole, 30% aq) of methoxylamine HCl followed by 33 g (0.4 mole) of sodium acetate. The mixture was then heated at 60° C. for three hours. After cooling to room temperature, the salts were filtered and the mixture was concentrated in vacuo. Water and EtOAc were added, the layers separated, and the organics were washed with saturated NaHCO3, brine... The reactants are COC=1C=C(C=CC1[N+](=O)[O-])N1C[C@H](CCC1)C(=O)O ((S)-1-(3-Methoxy-4-nitro-phenyl)-piperidine-3-carboxylic acid), N1C[C@@H](CCC1)C(=O)O ((R)-Piperidine-3-carboxylic acid). Product: COC=1C=C(C=CC1[N+](=O)[O-])N1C[C@@H](CCC1)C(=O)O ((R)-1-(3-Methoxy-4-nitro-phenyl)-piperidine-3-carboxylic acid), solid. Yield: 88.0%. Reaction SMILES: [CH3:1][O:2][C:3]1[CH:4]=[C:5]([N:12]2[CH2:17][CH2:16][CH2:15][C@H:14]([C:18]([OH:20])=[O:19])[CH2:13]2)[CH:6]=[CH:7][C:8]=1[N+:9]([O-:11])=[O:10].N1CCC[C@@H](C(O)=O)C1>>[CH3:1][O:2][C:3]1[CH:4]=[C:5]([N:12]2[CH2:17][CH2:16][CH2:15][C@@H:14]([C:18]([OH:20])=[O:19])[CH2:13]2)[CH:6]=[CH:7][C:8]=1[N+:9]([O-:11])=[O:10]. Reported procedure: (R)-1-(3-Methoxy-4-nitro-phenyl)-piperidine-3-carboxylic acid was prepared in a in an analogous fashion to (S)-1-(3-Methoxy-4-nitro-phenyl)-piperidine-3-carboxylic acid of Example 460a replacing (S)-Piperidine-3-carboxylic acid with (R)-Piperidine-3-carboxylic acid. (R)-1-(3-Methoxy-4-nitro-phenyl)-piperidine-3-carboxylic acid was isolated as a yellow solid (955 mg, 88%). Starting materials: C(Cl)Cl (CH2Cl2), BrC=1C=NC(=NC1)NCCCOC=1C=C2CC[C@H](C2=CC1)CC(=O)OCC (ethyl ((1S)-5-{3-[(5-bromo-2-pyrimidinyl)amino]propoxy}-2,3-dihydro-1H-inden-1-yl)acetate), C(C)C1=CC=C(C=C1)B(O)O (4-ethylphenyl boronic acid), aqueous solution, C(=O)([O-])[O-].[Na+].[Na+] (Na2CO3), [Li+].[OH-] (LiOH). Reagents/catalysts: C1=CC=C(C=C1)P([C-]2C=CC=C2)C3=CC=CC=C3.C1=CC=C(C=C1)P([C-]2C=CC=C2)C3=CC=CC=C3.Cl[Pd]Cl.[Fe+2] (PdCl2(dppf)). The solvent is C1CCOC1 (THF), O (water), CCO (EtOH), O1CCOCC1 (1,4-dioxane), C1(=CC=CC=C1)C (toluene). Reaction conditions: temperature 75 celsius, time 30 minute. Product: C(C)C1=CC=C(C=C1)C=1C=NC(=NC1)N(CCCOC=1C=C2CC[C@H](C2=CC1)CC(=O)O)C (((1S)-5-{3-[[5-(4-ethylphenyl)-2-pyrimidinyl](methyl)amino]propoxy}-2,3-dihydro-1H-inden-1-yl)acetic acid). Yield: 729.4%. RXN SMILES: Br[C:2]1[CH:3]=[N:4][C:5]([NH:8][CH2:9][CH2:10][CH2:11][O:12][C:13]2[CH:14]=[C:15]3[C:19](=[CH:20][CH:21]=2)[C@H:18]([CH2:22][C:23]([O:25]CC)=[O:24])[CH2:17][CH2:16]3)=[N:6][CH:7]=1.[CH2:28]([C:30]1[CH:35]=[CH:34][C:33](B(O)O)=[CH:32][CH:31]=1)[CH3:29].[CH2:39](Cl)Cl.C([O-])([O-])=O.[Na+].[Na+].[Li+].[OH-]>C1COCC1.O.CCO.C1C=CC(P(C2C=CC=CC=2)[C-]2C=CC=C2)=CC=1.C1C=CC(P(C2C=CC=CC=2)[C-]2C=CC=C2)=CC=1.Cl[Pd]Cl.[Fe+2].O1CCOCC1.C1(C)C=CC=CC=1>[CH2:28]([C:30]1[CH:35]=[CH:34][C:33]([C:2]2[CH:3]=[N:4][C:5]([N:8]([CH3:39])[CH2:9][CH2:10][CH2:11][O:12][C:13]3[CH:14]=[C:15]4[C:19](=[CH:20][CH:21]=3)[C@H:18]([CH2:22][C:23]([OH:25])=[O:24])[CH2:17][CH2:16]4)=[N:6][CH:7]=2)=[CH:32][CH:31]=1)[CH3:29] |f:3.4.5,6.7,11.12.13.14|. Procedure details: To a round-bottom flask charged with ethyl ((1S)-5-{3-[(5-bromo-2-pyrimidinyl)amino]propoxy}-2,3-dihydro-1H-inden-1-yl)acetate (Example 282, 100 mg, 0.220 mmol), 4-ethylphenyl boronic acid (134 mg, 0.090 mmol) and PdCl2(dppf).CH2Cl2 (16.4 mg, 0.020 mmol) were added toluene (6 mL) and 1,4-dioxane (1.12 mL). A flow of argon was passed through the mixture for 30 min. Then a 2 N aqueous solution of Na2CO3 (1.12 mL, 2.24 mmol, 2 N aqueous solution) was added, and the reaction was heated to 75° C. for...